This data is from the Open Reaction Database (ORD), a public repository of structured organic reaction records. The task is: describe an organic reaction: reactants, conditions, products, and yield Reactants: C1(CCCCC1)N=C=NC1CCCCC1 (dicyclohexylcarbodiimide), C(C)(C)(C)OC(=O)N1[C@H](C(=O)O)CCC1 (N-t-butoxycarbonyl-L-proline), C(C)S(=O)(=O)N (ethanesulphonamide). Reagents/catalysts: CN(C1=CC=NC=C1)C (4-dimethylaminopyridine). The solvent is C(Cl)Cl (methylene chloride), C(Cl)Cl (methylene chloride). Run at temperature 0 celsius, time 4 day. Yields the product C(C)S(=O)(=O)N.C(C)(C)(C)OC(=O)N1[C@H](C(=O)O)CCC1 (N-t-butoxycarbonyl-L-proline ethanesulphonamide). RXN SMILES: C1(N=C=NC2CCCCC2)CCCCC1.[C:16]([O:20][C:21]([N:23]1[CH2:30][CH2:29][CH2:28][C@H:24]1[C:25]([OH:27])=[O:26])=[O:22])([CH3:19])([CH3:18])[CH3:17].[CH2:31]([S:33]([NH2:36])(=[O:35])=[O:34])[CH3:32]>C(Cl)Cl.CN(C)C1C=CN=CC=1>[CH2:31]([S:33]([NH2:36])(=[O:35])=[O:34])[CH3:32].[C:16]([O:20][C:21]([N:23]1[CH2:30][CH2:29][CH2:28][C@H:24]1[C:25]([OH:27])=[O:26])=[O:22])([CH3:19])([CH3:17])[CH3:18] |f:5.6|. Procedure: A solution of dicyclohexylcarbodiimide (103 g.) in methylene chloride (250 ml.) was added to a stirred solution of N-t-butoxycarbonyl-L-proline (101 g.), ethanesulphonamide (54.5 g.) and 4-dimethylaminopyridine (61 g.) in methylene chloride (2500 ml.) which was cooled to 0° C., and the mixture was allowed to warm up to laboratory temperature, stirred at that temperature for 4 days and then filtered. The filtrate was evaporated to dryness and the residue was partitioned between diethyl ether (100... Yields the product O=C(Nc1cc([N+](=O)[O-])c(CCCl)c2ccccc12)OCc1ccccc1. As a reaction SMILES: [CH2:6]([c:7]1[cH:8][cH:9][cH:10][cH:11][cH:12]1)[O:13][C:14](=[O:15])[NH:16][c:17]1[cH:18][c:19]([N+:30](=[O:31])[O-:32])[c:20]([CH2:27][CH2:28][OH:29])[c:21]2[cH:22][cH:23][cH:24][cH:25][c:26]12.[Cl:1][C:2]([Cl:3])([Cl:4])[Cl:5].[Cl:52][CH2:53][Cl:54].[c:33]1([P:34]([c:35]2[cH:36][cH:37][cH:38][cH:39][cH:40]2)[c:41]2[cH:42][cH:43][cH:44][cH:45][cH:46]2)[cH:47][cH:48][cH:49][cH:50][cH:51]1>>[CH2:2]([Cl:5])[CH2:27][c:20]1[c:19]([N+:30](=[O:31])[O-:32])[cH:18][c:17]([NH:16][C:14]([O:13][CH2:6][c:7]2[cH:8][cH:9][cH:10][cH:11][cH:12]2)=[O:15])[c:26]2[c:21]1[cH:22][cH:23][cH:24][cH:25]2. Starting materials: O=C(Nc1cc([N+](=O)[O-])c(CCO)c2ccccc12)OCc1ccccc1, ClC(Cl)(Cl)Cl, ClCCl, c1ccc(P(c2ccccc2)c2ccccc2)cc1. Reactants: O=N[O-], Nc1cc2c(cn1)[nH]c1ccccc12, [Na+], [Na+], [OH-], O, O=S(=O)(O)O. Yields the product Oc1cc2c(cn1)[nH]c1ccccc12. RXN SMILES: [N:15](=[O:16])[O-:17].[NH2:1][c:2]1[n:3][cH:4][c:5]2[nH:6][c:7]3[cH:8][cH:9][cH:10][cH:11][c:12]3[c:13]2[cH:14]1.[Na+:18].[Na+:20].[OH-:19].[OH2:26].[S:21](=[O:22])(=[O:23])([OH:24])[OH:25]>>[c:2]1([OH:16])[n:3][cH:4][c:5]2[nH:6][c:7]3[cH:8][cH:9][cH:10][cH:11][c:12]3[c:13]2[cH:14]1. Starting materials: BrCC(=O)C1=CC=C(C(=O)O)C=C1 (4-(2-bromoacetyl)-benzoic acid), CN1CCOCC1 (4-methylmorpholine), C(C)(C)(C)OC(=O)N1CCN(CC1)C(N)=S (4-thiocarbamoyl-piperazine-1-carboxylic acid tert-butyl ester). Run in C(C)O (ethanol). Product: C(C)(C)(C)OC(=O)N1CCN(CC1)C=1SC=C(N1)C1=CC=C(C=C1)C(=O)O (4-[4-(4-Carboxy-phenyl)-thiazol-2-yl]-piperazine-1-carboxylic acid tert-butyl ester). Yield: 75.3%. RXN SMILES: [C:1]([O:5][C:6]([N:8]1[CH2:13][CH2:12][N:11]([C:14](=[S:16])[NH2:15])[CH2:10][CH2:9]1)=[O:7])([CH3:4])([CH3:3])[CH3:2].Br[CH2:18][C:19]([C:21]1[CH:29]=[CH:28][C:24]([C:25]([OH:27])=[O:26])=[CH:23][CH:22]=1)=O.CN1CCOCC1>C(O)C>[C:1]([O:5][C:6]([N:8]1[CH2:9][CH2:10][N:11]([C:14]2[S:16][CH:18]=[C:19]([C:21]3[CH:29]=[CH:28][C:24]([C:25]([OH:27])=[O:26])=[CH:23][CH:22]=3)[N:15]=2)[CH2:12][CH2:13]1)=[O:7])([CH3:4])([CH3:2])[CH3:3]. Procedure details: To a suspension of 4-thiocarbamoyl-piperazine-1-carboxylic acid tert-butyl ester (13.3 mmol) in ethanol (60 ml) was added 4-(2-bromoacetyl)-benzoic acid (13.3 mmol) and 4-methylmorpholine (13.9 mmol). The reaction was heated at reflux for 2.5 h. The reaction was concentrated in vacuo and the solid washed with water (200 ml) to yield the title compound as a white solid (3.9 g). 1H NMR (400 MHz, CDCl3) 1.45 (9H, s), 3.58 (8H, m), 4.86 (1H, s), 6.95 (1H,s), 7.97 (2H, d, J 8 Hz), 8.1 (2H, d, J 8 Hz)... Run at time 2 hour. As a reaction SMILES: [F:1][C:2]1[CH:31]=[CH:30][C:5]2[C:6]([CH:9]3[CH2:14][CH2:13][N:12]([CH2:15][CH2:16][C:17]4[C:22](=[O:23])[N:21]5[CH2:24][CH2:25][CH2:26][CH:27]([OH:28])[C:20]5=[N:19][C:18]=4[CH3:29])[CH2:11][CH2:10]3)=[N:7][O:8][C:4]=2[CH:3]=1.[C:32]([Cl:43])(=[O:42])[CH2:33][CH2:34][CH2:35][CH2:36][CH2:37][CH2:38][CH2:39][CH2:40][CH3:41].[OH-].[Na+]>O.ClCCl>[ClH:43].[ClH:43].[F:1][C:2]1[CH:31]=[CH:30][C:5]2[C:6]([CH:9]3[CH2:14][CH2:13][N:12]([CH2:15][CH2:16][C:17]4[C:22](=[O:23])[N:21]5[CH2:24][CH2:25][CH2:26][CH:27]([O:28][C:32](=[O:42])[CH2:33][CH2:34][CH2:35][CH2:36][CH2:37][CH2:38][CH2:39][CH2:40][CH3:41])[C:20]5=[N:19][C:18]=4[CH3:29])[CH2:11][CH2:10]3)=[N:7][O:8][C:4]=2[CH:3]=1 |f:2.3,6.7.8|. Starting materials: C(CCCCCCCCC)(=O)Cl (decanoyl chloride), FC1=CC2=C(C(=NO2)C2CCN(CC2)CCC2=C(N=C3N(C2=O)CCCC3O)C)C=C1 (3-[2-[4-(6-fluoro-1,2-benzisoxazol-3-yl)-1-piperidinyl]ethyl]-6,7,8,9-tetrahydro-9-hydroxy-2-methyl-4H-pyrido[1,2-a]-pyrimidin-4-one), C(CCCCCCCCC)(=O)Cl (decanoyl chloride), [OH-].[Na+] (sodium hydroxide). Procedure: To a stirred solution of 1.2 parts of 3-[2-[4-(6-fluoro-1,2-benzisoxazol-3-yl)-1-piperidinyl]ethyl]-6,7,8,9-tetrahydro-9-hydroxy-2-methyl-4H-pyrido[1,2-a]-pyrimidin-4-one in 21 parts of dichloromethane and 5 parts of water were simultaneously added dropwise a solution of 1.1 parts of decanoyl chloride in 13 parts of dichloromethane and a solution of 1 part of sodium hydroxide in 6 parts of water. Upon complete addition, stirring was continued for 2 hours at room temperature. Another portion of 1... Run in O (water), ClCCl (dichloromethane), O (water), ClCCl (dichloromethane). The yield is 45.9%. Product: Cl.Cl.FC1=CC2=C(C(=NO2)C2CCN(CC2)CCC2=C(N=C3N(C2=O)CCCC3OC(CCCCCCCCC)=O)C)C=C1 ([3-[2-[4-(6-fluoro-1,2-benzisoxazol-3-yl)-1-piperidinyl]ethyl]-6,7,8,9-tetrahydro-2-methyl-4-oxo-4H-pyrido[1,2-a]pyrimidin-9-yl]decanoate dihydrochloride). The product is FC=1C=C(OC2=CC(=NC=C2)C2=CC(=CN2)C(=O)NCCC=O)C=CC1NC(=O)NC1=C(C=CC(=C1)C)F (5-{4-[3-fluoro-4-({[(2-fluoro-5-methylphenyl)amino]carbonyl}amino)phenoxy]pyridin-2-yl}-N-(3-oxopropyl)-1H-pyrrole-3-carboxamide). Procedure details: To a stirred solution of N-(3,3-diethoxypropyl)-5-{4-[3-fluoro-4-({[(2-fluoro-5-methylphenyl)amino]carbonyl}amino)phenoxy]pyridin-2-yl}-1H-pyrrole-3-carboxamide (240 mg, 0.40 mmol) in 10 ml of THF, was added 2M HCl (1 ml, 2 mmol). The mixture was stirred at room temperature for 1 hour, and poured into 100 ml of water with vigorous stirring. The precipitates were filtered, washed with water and dried in vacuo to give 5-{4-[3-fluoro-4-({[(2-fluoro-5-methylphenyl)amino]carbonyl}amino)phenoxy]pyridi... As a reaction SMILES: C([O:3][CH:4](OCC)[CH2:5][CH2:6][NH:7][C:8]([C:10]1[CH:14]=[C:13]([C:15]2[CH:20]=[C:19]([O:21][C:22]3[CH:27]=[CH:26][C:25]([NH:28][C:29]([NH:31][C:32]4[CH:37]=[C:36]([CH3:38])[CH:35]=[CH:34][C:33]=4[F:39])=[O:30])=[C:24]([F:40])[CH:23]=3)[CH:18]=[CH:17][N:16]=2)[NH:12][CH:11]=1)=[O:9])C.Cl.O>C1COCC1>[F:40][C:24]1[CH:23]=[C:22]([CH:27]=[CH:26][C:25]=1[NH:28][C:29]([NH:31][C:32]1[CH:37]=[C:36]([CH3:38])[CH:35]=[CH:34][C:33]=1[F:39])=[O:30])[O:21][C:19]1[CH:18]=[CH:17][N:16]=[C:15]([C:13]2[NH:12][CH:11]=[C:10]([C:8]([NH:7][CH2:6][CH2:5][CH:4]=[O:3])=[O:9])[CH:14]=2)[CH:20]=1. Reactants: C(C)OC(CCNC(=O)C1=CNC(=C1)C1=NC=CC(=C1)OC1=CC(=C(C=C1)NC(=O)NC1=C(C=CC(=C1)C)F)F)OCC (N-(3,3-diethoxypropyl)-5-{4-[3-fluoro-4-({[(2-fluoro-5-methylphenyl)amino]carbonyl}amino)phenoxy]pyridin-2-yl}-1H-pyrrole-3-carboxamide), Cl (HCl), O (water). Conditions: time 1 hour. The solvent is C1CCOC1 (THF). The reactants are C(C)(C)(C)OC(=O)NC(C(=O)O)CCC (t-butoxycarbonylamino valeric acid), CCN=C=NCCCN(C)C.Cl (WSCI hydrochloride), C=1C=CC2=C(C1)N=NN2O (HOBt), C(Cl)(Cl)Cl.CN(C)C=O (chloroform DMF), compound. Run at time 1 hour. Yields the product C(C)(C)(C)OC(NCCCCC(NC1=C(C=CC(=C1)C#N)N)=O)=O ([4-(2-amino-5-cyano-phenylcarbamoyl)-butyl]-carbamic acid t-butyl ester). As a reaction SMILES: [C:1]([O:5][C:6]([NH:8][CH:9]([CH2:13][CH2:14][CH3:15])C(O)=O)=[O:7])([CH3:4])([CH3:3])[CH3:2].CCN=C=NCCC[N:24]([CH3:26])C.Cl.[CH:28]1[CH:29]=[CH:30][C:31]2[N:36](O)N=[N:34][C:32]=2[CH:33]=1.C(Cl)(Cl)Cl.CN([CH:45]=[O:46])C>>[C:1]([O:5][C:6](=[O:7])[NH:8][CH2:9][CH2:13][CH2:14][CH2:15][C:45](=[O:46])[NH:34][C:32]1[CH:33]=[C:28]([C:26]#[N:24])[CH:29]=[CH:30][C:31]=1[NH2:36])([CH3:2])([CH3:3])[CH3:4] |f:1.2,4.5|. Procedure details: In chloroform/DMF (60 ml/30 ml), t-butoxycarbonylamino valeric acid (3.91 g), WSCI hydrochloride (4.02 g), and HOBt (2.82 g) were dissolved and the whole was stirred for 1 hour. The solution was added with the compound (2.32 g) obtained in Example 39-2 and the whole was stirred overnight at room temperature. After completion of the reaction, the solvent was distilled off under reduced pressure. The residue was dissolved in chloroform, washed with a saturated aqueous ammonium chloride solution, a...